From a dataset of the Open Reaction Database (ORD), a public repository of structured organic reaction records. describe an organic reaction: reactants, conditions, products, and yield The reactants are Cl, CNC(=O)c1c(-c2ccc(F)cc2)nn2ccc(-c3cccc(C(=O)O)c3)cc12, O=C(O)C(F)(F)F, NC1(c2ccccc2)CC1. Product: CNC(=O)c1c(-c2ccc(F)cc2)nn2ccc(-c3cccc(C(=O)NC4(c5ccccc5)CC4)c3)cc12. As a reaction SMILES: [ClH:30].[F:1][c:2]1[cH:3][cH:4][c:5](-[c:8]2[n:9][n:10]3[c:11]([cH:12][c:13](-[c:16]4[cH:17][c:18]([C:19](=[O:20])[OH:21])[cH:22][cH:23][cH:24]4)[cH:14][cH:15]3)[c:25]2[C:26]([NH:27][CH3:28])=[O:29])[cH:6][cH:7]1.[F:41][C:42]([F:43])([F:44])[C:45]([OH:46])=[O:47].[c:31]1([C:37]2([NH2:40])[CH2:38][CH2:39]2)[cH:32][cH:33][cH:34][cH:35][cH:36]1>>[F:1][c:2]1[cH:3][cH:4][c:5](-[c:8]2[n:9][n:10]3[c:11]([cH:12][c:13](-[c:16]4[cH:17][c:18]([C:19](=[O:20])[NH:40][C:37]5([c:31]6[cH:32][cH:33][cH:34][cH:35][cH:36]6)[CH2:38][CH2:39]5)[cH:22][cH:23][cH:24]4)[cH:14][cH:15]3)[c:25]2[C:26]([NH:27][CH3:28])=[O:29])[cH:6][cH:7]1.